From a dataset of the Open Reaction Database (ORD), a public repository of structured organic reaction records. describe an organic reaction: reactants, conditions, products, and yield Conditions: time 8 hour. The product is FC=1C=C2C(=NC1)N(N=C2I)CC2=NC=CC=C2F (5-Fluoro-1-[(3-fluoropyridin-2-yl)methyl]-3-iodo-1H-pyrazolo[3,4-b]pyridine). The reactants are FC=1C=C2C(=NC1)NN=C2I (5-fluoro-3-iodo-1H-pyrazolo[3,4-b]pyridine), BrCC1=NC=CC=C1F (2-(bromomethyl)-3-fluoropyridine), O (water), C([O-])([O-])=O.[Cs+].[Cs+] (caesium carbonate). Solvent: CN(C)C=O (DMF), CN(C)C=O (DMF). RXN SMILES: [F:1][C:2]1[CH:3]=[C:4]2[C:10]([I:11])=[N:9][NH:8][C:5]2=[N:6][CH:7]=1.C(=O)([O-])[O-].[Cs+].[Cs+].Br[CH2:19][C:20]1[C:25]([F:26])=[CH:24][CH:23]=[CH:22][N:21]=1.O>CN(C=O)C>[F:1][C:2]1[CH:3]=[C:4]2[C:10]([I:11])=[N:9][N:8]([CH2:19][C:20]3[C:25]([F:26])=[CH:24][CH:23]=[CH:22][N:21]=3)[C:5]2=[N:6][CH:7]=1 |f:1.2.3|. Reported procedure: 6.291 g (23.921 mmol) of 5-fluoro-3-iodo-1H-pyrazolo[3,4-b]pyridine and 8.573 g (26.313 mmol) of caesium carbonate were put in DMF (10 ml) and then 5.00 g (26.313 mmol) of 2-(bromomethyl)-3-fluoropyridine dissolved in DMF (20 ml) was added dropwise. The mixture was stirred overnight at RT. Then it was left to cool and was poured into 200 ml water. A precipitate was filtered off with suction, it was washed with water and dried overnight under high vacuum. 6.28 g (70% of theor.) of the title compo... The reactants are CC#N, Cl, NS(=O)(=O)Cl, OCCOc1cccc(-n2ccnc2)c1. The product is NS(=O)(=O)OCCOc1cccc(-n2ccnc2)c1. RXN SMILES: [CH3:22][C:23]#[N:24].[ClH:21].[S:1]([NH2:2])(=[O:3])(=[O:4])[Cl:5].[n:6]1(-[c:11]2[cH:12][c:13]([O:14][CH2:15][CH2:16][OH:17])[cH:18][cH:19][cH:20]2)[cH:7][n:8][cH:9][cH:10]1>>[S:1]([NH2:2])(=[O:3])(=[O:4])[O:17][CH2:16][CH2:15][O:14][c:13]1[cH:12][c:11](-[n:6]2[cH:7][n:8][cH:9][cH:10]2)[cH:20][cH:19][cH:18]1. Starting materials: NCC1C=2C=CC(=CC2CCC1)NS(=O)(=O)C1=CC(=CC=C1)F (N-(5-aminomethyl-5,6,7,8-tetrahydro-naphthalen-2-yl)-3-fluoro-benzenesulfonamide), Cl (hydrochloric acid), [O-]C#N.[K+] (potassium cyanate). Solvent: O (water). The product is FC=1C=C(C=CC1)S(=O)(=O)NC1=CC=2CCCC(C2C=C1)CNC(=O)N (3-fluoro-N-(5-ureidomethyl-5,6,7,8-tetrahydro-naphthalen-2-yl)-benzenesulfonamide). Reaction SMILES: [NH2:1][CH2:2][CH:3]1[CH2:12][CH2:11][CH2:10][C:9]2[CH:8]=[C:7]([NH:13][S:14]([C:17]3[CH:22]=[CH:21][CH:20]=[C:19]([F:23])[CH:18]=3)(=[O:16])=[O:15])[CH:6]=[CH:5][C:4]1=2.Cl.[O-:25][C:26]#[N:27].[K+]>O>[F:23][C:19]1[CH:18]=[C:17]([S:14]([NH:13][C:7]2[CH:6]=[CH:5][C:4]3[CH:3]([CH2:2][NH:1][C:26]([NH2:27])=[O:25])[CH2:12][CH2:11][CH2:10][C:9]=3[CH:8]=2)(=[O:16])=[O:15])[CH:22]=[CH:21][CH:20]=1 |f:2.3|. Reported procedure: A mixture of 0.23 grams (0.688 mmoles) N-(5-aminomethyl-5,6,7,8-tetrahydro-naphthalen-2-yl)-3-fluoro-benzenesulfonamide, 0.15 mL 6M hydrochloric acid, and 0.112 grams (1.38 mmole) potassium cyanate in 25 mL water was heated under reflux for 1.5 hours. The solid precipitate was collected by filtration and dried in vacuo to provide 3-fluoro-N-(5-ureidomethyl-5,6,7,8-tetrahydro-naphthalen-2-yl)-benzenesulfonamide as a white solid, 0.21 gram (81%), m.p. 162-163° C., M+H=378.